From a dataset of the Open Reaction Database (ORD), a public repository of structured organic reaction records. describe an organic reaction: reactants, conditions, products, and yield The reactants are CCOC(=O)c1c[nH]nc1C(F)F, COP(=O)(OC)OC. The product is CCOC(=O)c1cn(C)nc1C(F)F. As a reaction SMILES: [CH2:1]([CH3:2])[O:3][C:4](=[O:5])[c:6]1[c:7]([CH:11]([F:12])[F:13])[n:8][nH:9][cH:10]1.[CH3:14][O:15][P:16]([O:17][CH3:18])([O:19][CH3:20])=[O:21]>>[CH2:1]([CH3:2])[O:3][C:4](=[O:5])[c:6]1[c:7]([CH:11]([F:12])[F:13])[n:8][n:9]([CH3:14])[cH:10]1.